This data is from the Open Reaction Database (ORD), a public repository of structured organic reaction records. The task is: describe an organic reaction: reactants, conditions, products, and yield Starting materials: CC(=O)c1cc(C(C)=O)cc(S(N)(=O)=O)c1, CC(C)c1cc(Cl)cc(C(C)C)c1N=C=O, [H-], [Na+], C1CCOC1. Yields the product CC(=O)c1cc(C(C)=O)cc(S(=O)(=O)NC(=O)Nc2c(C(C)C)cc(Cl)cc2C(C)C)c1. As a reaction SMILES: [C:1]([CH3:2])(=[O:3])[c:4]1[cH:5][c:6]([S:13](=[O:14])(=[O:15])[NH2:16])[cH:7][c:8]([C:10]([CH3:11])=[O:12])[cH:9]1.[Cl:17][c:18]1[cH:19][c:20]([CH:30]([CH3:31])[CH3:32])[c:21]([N:27]=[C:28]=[O:29])[c:22]([CH:24]([CH3:25])[CH3:26])[cH:23]1.[H-:33].[Na+:34].[O:35]1[CH2:36][CH2:37][CH2:38][CH2:39]1>>[C:1]([CH3:2])(=[O:3])[c:4]1[cH:5][c:6]([S:13](=[O:14])(=[O:15])[NH:16][C:28]([NH:27][c:21]2[c:20]([CH:30]([CH3:31])[CH3:32])[cH:19][c:18]([Cl:17])[cH:23][c:22]2[CH:24]([CH3:25])[CH3:26])=[O:29])[cH:7][c:8]([C:10]([CH3:11])=[O:12])[cH:9]1. Starting materials: solution, C(CC)[Mg]Cl (n-propyl magnesium chloride), C(C)OCC (diethyl ether), BrC1=C(C=O)C=CC=C1Cl (2-bromo-3-chlorobenzaldehyde), example 7 ( 7b ), [Cl-].[NH4+] (ammonium chloride). The reagents and catalysts are [Cl-].[Zn+2].[Cl-] (zinc chloride). The solvent is O1CCCC1 (tetrahydrofuran). Product: BrC1=C(C=CC=C1Cl)C(CCC)O (1-(2-Bromo-3-chloro phenyl)butan-1-ol). Isolated yield 62.0%. RXN SMILES: [CH2:1]([Mg]Cl)[CH2:2][CH3:3].C(OCC)C.[Br:11][C:12]1[C:19]([Cl:20])=[CH:18][CH:17]=[CH:16][C:13]=1[CH:14]=[O:15].[Cl-].[NH4+]>O1CCCC1.[Cl-].[Zn+2].[Cl-]>[Br:11][C:12]1[C:19]([Cl:20])=[CH:18][CH:17]=[CH:16][C:13]=1[CH:14]([OH:15])[CH2:1][CH2:2][CH3:3] |f:3.4,6.7.8|. Procedure details: Under an argon atmosphere, zinc chloride (0.68 g, 4.97 mmol) was added to a 2.0 M solution of n-propyl magnesium chloride in diethyl ether (12.42 mL, 24.93 mmol), and the mixture was stirred at room temperature. After stirring for 0.5 hours, a solution of 2-bromo-3-chlorobenzaldehyde (4.36 g, 19.87 mmol), which had been obtained in Reference example 7 (7b), in tetrahydrofuran (10 mL) was added dropwise thereto. After stirring for 2 hours under ice cooling, a saturated aqueous ammonium chloride s...